From a dataset of the Open Reaction Database (ORD), a public repository of structured organic reaction records. describe an organic reaction: reactants, conditions, products, and yield Starting materials: CCC(C)C(NC(=O)OC(C)(C)C)C(=O)NC(C(=O)NC(Cc1c[nH]c2ccccc12)C(=O)O)C(C)C, CC(=O)O, Cl, C1COCCO1, O. Yields the product Cl, CCC(C)C(N)C(=O)NC(C(=O)NC(Cc1c[nH]c2ccccc12)C(=O)O)C(C)C. Reaction SMILES: [C:1]([O:2][C:3](=[O:4])[NH:8][CH:9]([CH:10]([CH3:11])[CH2:12][CH3:13])[C:14](=[O:15])[NH:16][CH:17]([CH:18]([CH3:19])[CH3:20])[C:21](=[O:22])[NH:23][CH:24]([CH2:25][c:26]1[cH:27][nH:28][c:29]2[cH:30][cH:31][cH:32][cH:33][c:34]12)[C:35](=[O:36])[OH:37])([CH3:5])([CH3:6])[CH3:7].[CH3:38][C:39](=[O:40])[OH:41].[ClH:42].[O:44]1[CH2:45][CH2:46][O:47][CH2:48][CH2:49]1.[OH2:43]>>[ClH:42].[NH2:8][CH:9]([CH:10]([CH3:11])[CH2:12][CH3:13])[C:14](=[O:15])[NH:16][CH:17]([CH:18]([CH3:19])[CH3:20])[C:21](=[O:22])[NH:23][CH:24]([CH2:25][c:26]1[cH:27][nH:28][c:29]2[cH:30][cH:31][cH:32][cH:33][c:34]12)[C:35](=[O:36])[OH:37]. The reactants are FC1=C(C#N)C(=CC(=C1)C1=NC(=NC(=C1)N1[C@@H](CCC1)C)NC)SC (2-fluoro-4-{2-(methylamino)-6-[(2R)-2-methyl-1-pyrrolidinyl]-4-pyrimidinyl}-6-(methylthio)benzonitrile), CCO (EtOH), CCN(C(C)C)C(C)C (Hunig's base), NN (hydrazine). The solvent is O (Water). Conditions: temperature 100 celsius, time 8 hour. Product: CNC1=NC(=CC(=N1)C1=CC(=C2C(=NNC2=C1)N)SC)N1[C@@H](CCC1)C (6-{2-(methylamino)-6-[(2R)-2-methyl-1-pyrrolidinyl]-4-pyrimidinyl}-4-(methylthio)-1H-indazol-3-amine). Isolated yield 23.0%. Reaction SMILES: F[C:2]1[CH:9]=[C:8]([C:10]2[CH:15]=[C:14]([N:16]3[CH2:20][CH2:19][CH2:18][C@H:17]3[CH3:21])[N:13]=[C:12]([NH:22][CH3:23])[N:11]=2)[CH:7]=[C:6]([S:24][CH3:25])[C:3]=1[C:4]#[N:5].CCO.CCN(C(C)C)C(C)C.[NH2:38][NH2:39]>O>[CH3:23][NH:22][C:12]1[N:11]=[C:10]([C:8]2[CH:9]=[C:2]3[C:3]([C:4]([NH2:5])=[N:38][NH:39]3)=[C:6]([S:24][CH3:25])[CH:7]=2)[CH:15]=[C:14]([N:16]2[CH2:20][CH2:19][CH2:18][C@H:17]2[CH3:21])[N:13]=1. Procedure: Into a sealable tube, 2-fluoro-4-{2-(methylamino)-6-[(2R)-2-methyl-1-pyrrolidinyl]-4-pyrimidinyl}-6-(methylthio)benzonitrile (86 mg, 0.241 mmol), EtOH (5 mL), Hunig's base (0.042 mL, 1.44 mmol), and hydrazine anhydrous (0.045 mL, 0.241 mmol) were added, and the yellow suspension mixture was heated overnight at 100° C. in an oil bath. After overnight, there was yellow solution as well as a little amount of white colored solid formed. LCMS showed no more starting material. The reaction was cooled ... The reactants are C([O-])([O-])=O.[Na+].[Na+] (sodium carbonate), COC1=CC=C(C=C1)C1C2C(C3CCN(CC3=C1)C)C(N(C2=O)C)=O (3a,4,6,7,8,9,9a,9b-octahydro-4-(p-methoxyphenyl)-2,7-dimethyl-2H-pyrrolo[3,4-f]-isoquinoline-1,3-dione), [H-].[Al+3].[Li+].[H-].[H-].[H-] (lithium aluminum hydride). The yield is 88.0%. Yields the product COC1=CC=C(C=C1)C1C2C(C3CCN(CC3=C1)C)CN(C2)C (1,3,3a,4,6,7,8,9,9a,9b-decahydro-4-(p-methoxyphenyl)-2,7-dimethyl-2H-pyrrolo[3,4-f]isoquinoline). Reported procedure: A solution of 6.7 g (0.02 moles) of 3a,4,6,7,8,9,9a,9b-octahydro-4-(p-methoxyphenyl)-2,7-dimethyl-2H-pyrrolo[3,4-f]-isoquinoline-1,3-dione in 100 ml of dichloromethane-ether (1:1) is added to a slurry of 3 g (0.08 moles) lithium aluminum hydride in 300 ml dichloromethane-ether (1:1) under nitrogen. This is refluxed for 18 hours. Saturated sodium carbonate solution is added at room temperature until the reaction is white. The salts are filtered and washed with dichloromethane. The combined filtra... RXN SMILES: [CH3:1][O:2][C:3]1[CH:8]=[CH:7][C:6]([CH:9]2[CH:18]=[C:17]3[CH:12]([CH2:13][CH2:14][N:15]([CH3:19])[CH2:16]3)[CH:11]3[C:20](=O)[N:21]([CH3:24])[C:22](=O)[CH:10]23)=[CH:5][CH:4]=1.[H-].[Al+3].[Li+].[H-].[H-].[H-].C(=O)([O-])[O-].[Na+].[Na+]>>[CH3:1][O:2][C:3]1[CH:4]=[CH:5][C:6]([CH:9]2[CH:18]=[C:17]3[CH:12]([CH2:13][CH2:14][N:15]([CH3:19])[CH2:16]3)[CH:11]3[CH2:20][N:21]([CH3:24])[CH2:22][CH:10]23)=[CH:7][CH:8]=1 |f:1.2.3.4.5.6,7.8.9|. Solvent: dichloromethane-ether, dichloromethane-ether. Reactants: CC(COC1=CC=C(C=C1)[C@H](CN1CCN(CC1)C)NC(OC(C)(C)C)=O)CCC (t-butyl (1R)-1-(4-(2-methylpentyloxy)phenyl)-2-(4-methylpiperazin-1-yl)ethylcarbamate), FC(C(=O)O)(F)F (trifluoroacetic acid). Run in ClCCl (dichloromethane). Reaction conditions: time 2 hour. Yields the product CC(COC1=CC=C(C=C1)C(CN1CCN(CC1)C)N)CCC (1-(4-(2-methylpentyloxy)phenyl)-2-(4-methylpiperazin-1-yl)ethanamine). Isolated yield 63.0%. As a reaction SMILES: [CH3:1][CH:2]([CH2:28][CH2:29][CH3:30])[CH2:3][O:4][C:5]1[CH:10]=[CH:9][C:8]([C@@H:11]([NH:20]C(=O)OC(C)(C)C)[CH2:12][N:13]2[CH2:18][CH2:17][N:16]([CH3:19])[CH2:15][CH2:14]2)=[CH:7][CH:6]=1.FC(F)(F)C(O)=O>ClCCl>[CH3:1][CH:2]([CH2:28][CH2:29][CH3:30])[CH2:3][O:4][C:5]1[CH:10]=[CH:9][C:8]([CH:11]([NH2:20])[CH2:12][N:13]2[CH2:14][CH2:15][N:16]([CH3:19])[CH2:17][CH2:18]2)=[CH:7][CH:6]=1. Procedure: To a solution of t-butyl (1R)-1-(4-(2-methylpentyloxy)phenyl)-2-(4-methylpiperazin-1-yl)ethylcarbamate (87 mg, 0.207 mmol) in dichloromethane (1 mL) at 0° C. was added trifluoroacetic acid (0.25 mL, 3.24 mmol). The cooling bath was removed and the mixture was stirred at room temperature for 2 h. The reaction mixture was concentrated and the product was purified by reverse phase HPLC (acetonitrile/water with 0.1% TFA). The organic solvent was removed on the rotovapor and the aqueous mixture was f...